From a dataset of the Open Reaction Database (ORD), a public repository of structured organic reaction records. describe an organic reaction: reactants, conditions, products, and yield Reactants: FC(S(=O)(=O)OC1=C(C(N2CCCC12CC1=CC=C(C=C1)C#N)=O)C1=CC(=CC(=C1)Cl)Cl)(F)F (7a-(4-cyanobenzyl)-6-(3,5-dichlorophenyl)-5-oxo-2,3,5,7a-tetrahydro-1H-pyrrolizin-7-yl trifluoromethanesulfonate), C(#N)[Cu] (CuCN), [Li]C (MeLi), CCOCC (Et2O), [NH4+].[OH-] (NH4OH). The solvent is C1CCOC1 (THF), C1CCOC1 (THF). Reaction conditions: time 30 minute. The product is ClC=1C=C(C=C(C1)Cl)C=1C(N2CCCC2(C1C)CC1=CC=C(C#N)C=C1)=O (4-{[6-(3,5-Dichlorophenyl)-7-methyl-5-oxo-2,3-dihydro-1H-pyrrolizin-7a(5H)-yl]methyl}benzonitrile). The yield is 14.0%. As a reaction SMILES: [C:1]([Cu])#N.[Li]C.CCOCC.FC(F)(F)S(O[C:17]1[C:24]2([CH2:25][C:26]3[CH:31]=[CH:30][C:29]([C:32]#[N:33])=[CH:28][CH:27]=3)[N:20]([CH2:21][CH2:22][CH2:23]2)[C:19](=[O:34])[C:18]=1[C:35]1[CH:40]=[C:39]([Cl:41])[CH:38]=[C:37]([Cl:42])[CH:36]=1)(=O)=O.[NH4+].[OH-]>C1COCC1>[Cl:42][C:37]1[CH:36]=[C:35]([C:18]2[C:19](=[O:34])[N:20]3[C:24]([CH2:25][C:26]4[CH:31]=[CH:30][C:29]([C:32]#[N:33])=[CH:28][CH:27]=4)([C:17]=2[CH3:1])[CH2:23][CH2:22][CH2:21]3)[CH:40]=[C:39]([Cl:41])[CH:38]=1 |f:4.5|. Reported procedure: To a suspension of CuCN (22.5 mg, 0.25 mmol) in dry THF (2 ML) at −78° C., under nitrogen atmosphere, was added a solution of MeLi in Et2O (1.4 M, 0.37 mL, 0.5 mmol). The mixture was stirred for 30 min and treated drop wise with a solution of 7a-(4-cyanobenzyl)-6-(3,5-dichlorophenyl)-5-oxo-2,3,5,7a-tetrahydro-1H-pyrrolizin-7-yl trifluoromethanesulfonate 26 (50 mg, 0.09 mmol) in THF (1 mL). The reaction was stirred for 2 h at −78° C. and 20 min. at −20° C. The reaction was treated with 10% aqueou... Reactants: [Cl-].[NH4+] (ammonium chloride), BrC=1C(=NC(=CC1)Cl)C(=O)O (3-bromo-6-chloropicolinic acid), Cl.CNOC (N,O-dimethylhydroxylamine hydrochloride), N1=CC=CC=C1 (pyridine), Cl.C(C)N=C=NCCCN(C)C (N1-((ethylimino)methylene)-N3,N3-dimethylpropane-1,3-diamine hydrochloride). The solvent is C(Cl)Cl (CH2Cl2). Conditions: time 1 hour. Product: BrC=1C(=NC(=CC1)Cl)C(=O)N(C)OC (3-Bromo-6-chloro-N-methoxy-N-methylpicolinamide). Reaction SMILES: [Br:1][C:2]1[C:3]([C:9]([OH:11])=O)=[N:4][C:5]([Cl:8])=[CH:6][CH:7]=1.Cl.[CH3:13][NH:14][O:15][CH3:16].N1C=CC=CC=1.Cl.C(N=C=NCCCN(C)C)C.[Cl-].[NH4+]>C(Cl)Cl>[Br:1][C:2]1[C:3]([C:9]([N:14]([O:15][CH3:16])[CH3:13])=[O:11])=[N:4][C:5]([Cl:8])=[CH:6][CH:7]=1 |f:1.2,4.5,6.7|. Reported procedure: To a solution of 3-bromo-6-chloropicolinic acid (4.516 g, 19.10 mmol), N,O-dimethylhydroxylamine hydrochloride (3.73 g, 38.2 mmol), pyridine (4.63 mL, 57.3 mmol) in CH2Cl2 (40 mL) at 0° C. was added —N1-((ethylimino)methylene)-N3,N3-dimethylpropane-1,3-diamine hydrochloride (4.39 g, 22.92 mmol). After 1 h at 0° C., a saturated aqueous solution of ammonium chloride was added and the product was extracted with MTBE/EtOAc (4:1) (repeated 4 times). The organic layers were combined, dried over Na2SO4... Reactants: ClC1=C(OC=2C=C(C(=O)O)C=CC2)C=CC(=C1)C(C(F)(F)F)(F)F (3-(2-chloro-4-pentafluoroethylphenoxy)benzoic acid), C(C)(=O)O (acetic acid), C(C)(=O)OC(C)=O (acetic anhydride), S(O)(O)(=O)=O (sulfuric acid), S(O)(O)(=O)=O (sulfuric acid), [N+](=O)(O)[O-] (nitric acid), ice water. The product is [N+](=O)([O-])C1=C(C(=O)O)C=C(C=C1)OC1=C(C=C(C=C1)C(C(F)(F)F)(F)F)Cl (2-nitro-5-(2-chloro-4-pentafluoroethylphenoxy)benzoic acid). Yield: 83.9%. As a reaction SMILES: [Cl:1][C:2]1[CH:17]=[C:16]([C:18]([F:24])([F:23])[C:19]([F:22])([F:21])[F:20])[CH:15]=[CH:14][C:3]=1[O:4][C:5]1[CH:6]=[C:7]([CH:11]=[CH:12][CH:13]=1)[C:8]([OH:10])=[O:9].C(O)(=O)C.C(OC(=O)C)(=O)C.S(=O)(=O)(O)O.[N+:41]([O-])([OH:43])=[O:42]>>[N+:41]([C:11]1[CH:12]=[CH:13][C:5]([O:4][C:3]2[CH:14]=[CH:15][C:16]([C:18]([F:23])([F:24])[C:19]([F:22])([F:21])[F:20])=[CH:17][C:2]=2[Cl:1])=[CH:6][C:7]=1[C:8]([OH:10])=[O:9])([O-:43])=[O:42]. Procedure: A 50 ml 3-neck round bottom flash was charged with 2.5 gm (6.83 mmol) of 3-(2-chloro-4-pentafluoroethylphenoxy)benzoic acid, 2.18 gm (2.08 ml, 36.19 mmol) of glacial acetic acid, 2.1 gm (20.49 mmol) of acetic anhydride and 70 mg (683 mmol) of concentrated sulfuric acid. The resulting slurry was stirred vigorously while cooling to 0°-5° C. with the aid of an icewater bath. To the cooled slurry was added dropwise a mixture 280 mg (2.73 mmol) of concentrated sulfuric acid and 620 mg (9.56 mmol) to ... Starting materials: C(O)([O-])=O.[Na+] (sodium hydrogen carbonate), C(Cl)(Cl)Cl (chloroform), O1CCOC2=C1C=CC(=C2)CN(C(OC(C)(C)C)=O)C2CCN(CC2)CCN2C(C=CC1=C(C=CC=C21)N)=O (tert-butyl (2,3-dihydro-1,4-benzodioxin-6-ylmethyl)(1-(2-(5-amino-2-oxoquinolin-1(2H)-yl)ethyl)piperidin-4-yl)carbamate), C(C)(=O)Cl (acetyl chloride). Solvent: C(C)N(CC)CC (triethylamine). Reaction conditions: time 2 hour. Product: O1CCOC2=C1C=CC(=C2)CN(C(OC(C)(C)C)=O)C2CCN(CC2)CCN2C(C=CC1=C(C=CC=C21)NC(=O)C)=O (tert-butyl (2,3-dihydro-1,4-benzodioxin-6-ylmethyl)(1-(2-(5-acetamino-2-oxoquinolin-1(2H)-yl)ethyl)piperidin-4-yl)carbamate). The yield is 92.7%. RXN SMILES: C(Cl)(Cl)Cl.[O:5]1[C:10]2[CH:11]=[CH:12][C:13]([CH2:15][N:16]([CH:24]3[CH2:29][CH2:28][N:27]([CH2:30][CH2:31][N:32]4[C:41]5[C:36](=[C:37]([NH2:42])[CH:38]=[CH:39][CH:40]=5)[CH:35]=[CH:34][C:33]4=[O:43])[CH2:26][CH2:25]3)[C:17](=[O:23])[O:18][C:19]([CH3:22])([CH3:21])[CH3:20])=[CH:14][C:9]=2[O:8][CH2:7][CH2:6]1.[C:44](Cl)(=[O:46])[CH3:45].C(=O)([O-])O.[Na+]>C(N(CC)CC)C>[O:5]1[C:10]2[CH:11]=[CH:12][C:13]([CH2:15][N:16]([CH:24]3[CH2:29][CH2:28][N:27]([CH2:30][CH2:31][N:32]4[C:41]5[C:36](=[C:37]([NH:42][C:44]([CH3:45])=[O:46])[CH:38]=[CH:39][CH:40]=5)[CH:35]=[CH:34][C:33]4=[O:43])[CH2:26][CH2:25]3)[C:17](=[O:23])[O:18][C:19]([CH3:22])([CH3:21])[CH3:20])=[CH:14][C:9]=2[O:8][CH2:7][CH2:6]1 |f:3.4|. Procedure: To 2 mL of a chloroform solution containing 60 mg of tert-butyl (2,3-dihydro-1,4-benzodioxin-6-ylmethyl)(1-(2-(5-amino-2-oxoquinolin-1(2H)-yl)ethyl)piperidin-4-yl)carbamate, 14 mg of triethylamine and 11 mg of acetyl chloride were added, and stirred at room temperature for 2 hours. Aqueous saturated sodium hydrogen carbonate solution was added, the organic layer was separated, and the aqueous layer was extracted with chloroform. The organic layer and extracts were combined, washed with aqueous s... The reactants are CC(C)C(NC(=O)Cn1c(-c2cccs2)ncc(NC(=O)OCc2ccccc2)c1=O)C(O)C(F)(F)F, CCOC(C)=O, ClCCl. Product: CC(C)C(NC(=O)Cn1c(-c2cccs2)ncc(NC(=O)OCc2ccccc2)c1=O)C(=O)C(F)(F)F. Reaction SMILES: [CH2:1]([c:2]1[cH:3][cH:4][cH:5][cH:6][cH:7]1)[O:8][C:9](=[O:10])[NH:11][c:12]1[cH:13][n:14][c:15](-[c:33]2[s:34][cH:35][cH:36][cH:37]2)[n:16]([CH2:19][C:20](=[O:21])[NH:22][CH:23]([CH:24]([C:25]([F:26])([F:27])[F:28])[OH:29])[CH:30]([CH3:31])[CH3:32])[c:17]1=[O:18].[CH3:38][CH2:39][O:40][C:41](=[O:42])[CH3:43].[Cl:44][CH2:45][Cl:46]>>[CH2:1]([c:2]1[cH:3][cH:4][cH:5][cH:6][cH:7]1)[O:8][C:9](=[O:10])[NH:11][c:12]1[cH:13][n:14][c:15](-[c:33]2[s:34][cH:35][cH:36][cH:37]2)[n:16]([CH2:19][C:20](=[O:21])[NH:22][CH:23]([C:24]([C:25]([F:26])([F:27])[F:28])=[O:29])[CH:30]([CH3:31])[CH3:32])[c:17]1=[O:18]. The reactants are COC=1C=C2C=C(C(=C(C2=CC1)OC1=CC=C(C=C1)/C=C/C(=O)OCC)C1=CC=CC=C1)CC(C)C (Ethyl (2E)-3-(4-{[6-(methyloxy)-3-(2-methylpropyl)-2-phenyl-1-naphthalenyl]oxy}phenyl)-2-propenoate), [OH-].[Na+] (NaOH). The solvent is CCO (EtOH), C1CCOC1 (THF). Product: COC=1C=C2C=C(C(=C(C2=CC1)OC1=CC=C(C=C1)/C=C/C(=O)O)C1=CC=CC=C1)CC(C)C ((2E)-3-(4-{[6-(Methyloxy)-3-(2-methylpropyl)-2-phenyl-1-naphthalenyl]oxy}phenyl)-2-propenoic acid). Yield: 100.1%. Reaction SMILES: [CH3:1][O:2][C:3]1[CH:4]=[C:5]2[C:10](=[CH:11][CH:12]=1)[C:9]([O:13][C:14]1[CH:19]=[CH:18][C:17](/[CH:20]=[CH:21]/[C:22]([O:24]CC)=[O:23])=[CH:16][CH:15]=1)=[C:8]([C:27]1[CH:32]=[CH:31][CH:30]=[CH:29][CH:28]=1)[C:7]([CH2:33][CH:34]([CH3:36])[CH3:35])=[CH:6]2.[OH-].[Na+]>C1COCC1.CCO>[CH3:1][O:2][C:3]1[CH:4]=[C:5]2[C:10](=[CH:11][CH:12]=1)[C:9]([O:13][C:14]1[CH:15]=[CH:16][C:17](/[CH:20]=[CH:21]/[C:22]([OH:24])=[O:23])=[CH:18][CH:19]=1)=[C:8]([C:27]1[CH:32]=[CH:31][CH:30]=[CH:29][CH:28]=1)[C:7]([CH2:33][CH:34]([CH3:36])[CH3:35])=[CH:6]2 |f:1.2|. Procedure details: Ethyl ester (107) (0.82 g, 1.70 mmol) was saponified with 1 N NaOH in THF and EtOH to give 0.77 g (˜100%) of the title compound (108) as an off-white foam. 1H NMR (400 MHz, CDCl3): δ 0.75 (d, J=6.4 Hz, 6H), 1.60-1.70 (m, 1H), 2.46 (d, J=7.1 Hz, 2H), 3.93 (s, 3H), 6.22 (d, J=15.9 Hz, 1H), 6.57 (d, J=8.6 Hz, 2H), 7.04 (dd, J1=9.2 Hz, J2=2.2 Hz, 1H), 7.06-7.14 (m, 2H), 7.16 (d, J=2.2 Hz, 1H), 7.18-7.25 (m, 5H), 7.54 (s, 1H), 7.63 (d, J=16.0 Hz, 1H), 7.70 (d, J=9.2 Hz, 1H). LCMS (ESI): m/z 453 (M+H)... As a reaction SMILES: [Ag:1]=[O:2].[CH3:11][C:12]#[N:13].[F:3][C:4]([F:5])([F:6])[S:7](=[O:8])(=[O:9])[OH:10]>>[Ag+:1].[F:3][C:4]([F:5])([F:6])[S:7](=[O:8])(=[O:9])[O-:10]. Product: [Ag+], O=S(=O)([O-])C(F)(F)F. Reactants: O=[Ag], CC#N, O=S(=O)(O)C(F)(F)F.